This data is from the Open Reaction Database (ORD), a public repository of structured organic reaction records. The task is: describe an organic reaction: reactants, conditions, products, and yield The reactants are CC1(/C(/N(C=2C=CC3=C(C12)C=C(C=C3S(=O)(=O)[O-])S(=O)(=O)[O-])CCCS(=O)(=O)[O-])=C\C=C(\C=C\C3=[N+](C=1C=CC2=C(C1C3(C)C)C=C(C=C2S(=O)(=O)[O-])S(=O)(=O)[O-])CCCS(=O)(=O)[O-])/C2=CC(=CC=C2)CCCCC(=O)ON2C(CCC2=O)=O)C.[Na+].[Na+].[Na+].[Na+].[Na+] (Sodium 2-((1E,3Z,5E)-5-(1,1-Dimethyl-6,8-disulfonato-3-(3-sulfonatopropyl)-1H-benzo[e]indol-2(3H)-ylidene)-3-(3-(5-(2,5-dioxopyrrolidin-1-yloxy)-5-oxopentyl)phenyl)penta-1,3-dienyl)-1,1-dimethyl-3-(3-sulfonatopropyl)-1H-benzo[e]indolium-6,8-disulfonate), C(=O)(O)CCC=1C=C(C=CC1)/C(/C=C/C1=[N+](C=2C=CC3=C(C2C1(C)C)C=C(C=C3S(=O)(=O)[O-])S(=O)(=O)[O-])CCCCS(=O)(=O)[O-])=C\C=C/3\N(C=1C=CC2=C(C1C3(C)C)C=C(C=C2S(=O)(=O)[O-])S(=O)(=O)[O-])CCCCS(=O)(=O)[O-].[Na+].[Na+].[Na+].[Na+].[Na+] (Sodium 2-((1E,3Z,5E)-3-(3-(2-Carboxyethyl)phenyl)-5-(1,1-dimethyl-6,8-disulfonato-3-(4-sulfonatobutyl)-1H-benzo[e]indol-2(3H)-ylidene)penta-1,3-dienyl)-1,1-dimethyl-3-(4-sulfonatobutyl)-1H-benzo[e]indolium-6,8-disulfonate). Yields the product CC1(/C(/N(C=2C=CC3=C(C12)C=C(C=C3S(=O)(=O)[O-])S(=O)(=O)[O-])CCCCS(=O)(=O)[O-])=C\C=C(\C=C\C3=[N+](C=1C=CC2=C(C1C3(C)C)C=C(C=C2S(=O)(=O)[O-])S(=O)(=O)[O-])CCCCS(=O)(=O)[O-])/C2=CC(=CC=C2)CCC(=O)ON2C(CCC2=O)=O)C.[Na+].[Na+].[Na+].[Na+].[Na+] (Sodium 2-((1E,3Z,5E)-5-(1,1-Dimethyl-6,8-disulfonato-3-(4-sulfonatobutyl)-1H-benzo[e]indol-2(3H)-ylidene)-3-(3-(3-(2,5-dioxopyrrolidin-1-yloxy)-3-oxopropyl)phenyl)penta-1,3-dienyl)-1,1-dimethyl-3-(4-sulfonatobutyl)-1H-benzo[e]indolium-6,8-disulfonate). Reaction SMILES: CC1(C)C2C3C=C(S([O-])(=O)=O)C=C(S([O-])(=O)=O)C=3C=CC=2N(CCCS([O-])(=O)=O)/C/1=C/C=C(\C1C=CC=C(CCCCC(O[N:78]2[C:82](=[O:83])[CH2:81][CH2:80][C:79]2=[O:84])=O)C=1)/C=C/C1C(C)(C)C2C3C=C(S([O-])(=O)=O)C=C(S([O-])(=O)=O)C=3C=CC=2[N+]=1CCCS([O-])(=O)=O.[Na+:86].[Na+].[Na+].[Na+].[Na+].[C:91]([CH2:94][CH2:95][C:96]1[CH:97]=[C:98](/[C:102](=[CH:136]\[CH:137]=[C:138]2\[N:139]([CH2:161][CH2:162][CH2:163][CH2:164][S:165]([O-:168])(=[O:167])=[O:166])[C:140]3[CH:141]=[CH:142][C:143]4[C:152]([S:153]([O-:156])(=[O:155])=[O:154])=[CH:151][C:150]([S:157]([O-:160])(=[O:159])=[O:158])=[CH:149][C:144]=4[C:145]=3[C:146]\2([CH3:148])[CH3:147])/[CH:103]=[CH:104]/[C:105]2[C:113]([CH3:115])([CH3:114])[C:112]3[C:111]4[CH:116]=[C:117]([S:124]([O-:127])(=[O:126])=[O:125])[CH:118]=[C:119]([S:120]([O-:123])(=[O:122])=[O:121])[C:110]=4[CH:109]=[CH:108][C:107]=3[N+:106]=2[CH2:128][CH2:129][CH2:130][CH2:131][S:132]([O-:135])(=[O:134])=[O:133])[CH:99]=[CH:100][CH:101]=1)([OH:93])=[O:92].[Na+].[Na+].[Na+].[Na+].[Na+]>>[CH3:114][C:113]1([CH3:115])[C:112]2[C:111]3[CH:116]=[C:117]([S:124]([O-:127])(=[O:125])=[O:126])[CH:118]=[C:119]([S:120]([O-:123])(=[O:121])=[O:122])[C:110]=3[CH:109]=[CH:108][C:107]=2[N:106]([CH2:128][CH2:129][CH2:130][CH2:131][S:132]([O-:135])(=[O:134])=[O:133])/[C:105]/1=[CH:104]/[CH:103]=[C:102](\[C:98]1[CH:99]=[CH:100][CH:101]=[C:96]([CH2:95][CH2:94][C:91]([O:93][N:78]2[C:82](=[O:83])[CH2:81][CH2:80][C:79]2=[O:84])=[O:92])[CH:97]=1)/[CH:136]=[CH:137]/[C:138]1[C:146]([CH3:148])([CH3:147])[C:145]2[C:144]3[CH:149]=[C:150]([S:157]([O-:160])(=[O:158])=[O:159])[CH:151]=[C:152]([S:153]([O-:156])(=[O:154])=[O:155])[C:143]=3[CH:142]=[CH:141][C:140]=2[N+:139]=1[CH2:161][CH2:162][CH2:163][CH2:164][S:165]([O-:168])(=[O:167])=[O:166].[Na+:86].[Na+:86].[Na+:86].[Na+:86].[Na+:86] |f:0.1.2.3.4.5,6.7.8.9.10.11,12.13.14.15.16.17|. Reported procedure: Compound 11 was prepared analogously to compound 9 (Example 9), except that compound 10 was used as a starting material. Starting materials: CS(=O)(=O)OC[C@@H]1CC[C@H](CC1)CO[Si](C)(C)C(C)(C)C (trans-4-methanesulfonyloxymethyl-1-t-butyldimethylsilyloxymethylcyclohexane), ice water, [I-].[Na+] (sodium iodide), [C-]#N.[Na+] (sodium cyanide). Solvent: CN(C=O)C (dimethylformamide). Conditions: temperature 110 celsius, time 45 minute. The product is [Si](C)(C)(C(C)(C)C)OC[C@@H]1CC[C@H](CC1)CC#N (Trans-4-t-butyldimethylsilyloxymethylcyclohexylacetonitrile). Isolated yield 84.8%. As a reaction SMILES: CS(O[CH2:6][C@H:7]1[CH2:12][CH2:11][C@H:10]([CH2:13][O:14][Si:15]([C:18]([CH3:21])([CH3:20])[CH3:19])([CH3:17])[CH3:16])[CH2:9][CH2:8]1)(=O)=O.[I-].[Na+].[C-:24]#[N:25].[Na+]>CN(C)C=O>[Si:15]([O:14][CH2:13][C@H:10]1[CH2:11][CH2:12][C@H:7]([CH2:6][C:24]#[N:25])[CH2:8][CH2:9]1)([C:18]([CH3:21])([CH3:20])[CH3:19])([CH3:17])[CH3:16] |f:1.2,3.4|. Procedure details: In 100 ml of dry dimethylformamide were suspended 11.0 g of trans-4-methanesulfonyloxymethyl-1-t-butyldimethylsilyloxymethylcyclohexane, 5.87 g of sodium iodide and 1.92 g of sodium cyanide, and the mixture was stirred at 50° C. for 1 hour and 45 minutes and further at 110° C. for 45 minutes. The reaction mixture was poured into 100 ml of ice-water and the mixture was extracted with 300 ml of ether. The extracts were washed with an aqueous citric acid solution, an aqueous sodium chloride solutio... Starting materials: C(C(C)(C)C)(=O)O[C@@H]1[C@@H](SC2=CC=CC=C2)O[C@H]([C@H]([C@H]1OC(C(C)(C)C)=O)OC(C(C)(C)C)=O)C (phenyl 6-deoxy-2,3,4-tri-O-pivaloyl-1-thio-β-L-galactopyranoside), C1=CC(=CC(=C1)Cl)C(=O)OO (mCPBA), CSC (methyl sulfide). Run in C(Cl)Cl (CH2Cl2), C(Cl)Cl (CH2Cl2). Run at temperature -15 celsius. Yields the product C(C(C)(C)C)(=O)O[C@@H]1[C@H](O[C@H]([C@H]([C@H]1OC(C(C)(C)C)=O)OC(C(C)(C)C)=O)C)S(=O)C1=CC=CC=C1 (1,6-Dideoxy-2,3,4-tri-O-pivaloyl-1-(phenylsulfinyl)-β-L-galactopyranose). Isolated yield 66.1%. As a reaction SMILES: [C:1]([O:7][C@H:8]1[C@H:20]([O:21][C:22](=[O:27])[C:23]([CH3:26])([CH3:25])[CH3:24])[C@H:19]([O:28][C:29](=[O:34])[C:30]([CH3:33])([CH3:32])[CH3:31])[C@H:18]([CH3:35])[O:17][C@@H:9]1[S:10][C:11]1[CH:16]=[CH:15][CH:14]=[CH:13][CH:12]=1)(=[O:6])[C:2]([CH3:5])([CH3:4])[CH3:3].C1C=C(Cl)C=C(C(OO)=[O:44])C=1.CSC>C(Cl)Cl>[C:1]([O:7][C@H:8]1[C@H:20]([O:21][C:22](=[O:27])[C:23]([CH3:24])([CH3:25])[CH3:26])[C@H:19]([O:28][C:29](=[O:34])[C:30]([CH3:33])([CH3:32])[CH3:31])[C@H:18]([CH3:35])[O:17][C@@H:9]1[S:10]([C:11]1[CH:16]=[CH:15][CH:14]=[CH:13][CH:12]=1)=[O:44])(=[O:6])[C:2]([CH3:5])([CH3:4])[CH3:3]. Procedure: To a solution of phenyl 6-deoxy-2,3,4-tri-O-pivaloyl-1-thio-β-L-galactopyranoside 4 (2.47 g, 5.22 mmol) in 65 mL of CH2Cl2 at -78° C. is added mCPBA (1.53 g, 8.84 mmol). The reaction mixture is allowed to warm to -15° C. and then quenched with methyl sulfide (5.3 mL, 4.48 g, 17.4 mmol) and allowed to warm to room temperature. The reaction mixture is then diluted with 50 mL CH2Cl2, extracted with H2O (100 mL), saturated NaHCO3 (100 mL), saturated NaCl (100 mL), dried over Na2SO4, filtered and con... Reactants: COc1ccc(Br)cc1, ClCCl, CN1C2CCC1C1c3ccc(Cl)cc3C(=O)C1C2, [Mg], C1CCOC1. Product: [Br-], COc1ccc([Mg+])cc1. RXN SMILES: [Br:1][c:2]1[cH:3][cH:4][c:5]([O:8][CH3:9])[cH:6][cH:7]1.[CH2:34]([Cl:35])[Cl:36].[Cl:16][c:17]1[cH:18][c:19]2[c:20]([cH:21][cH:22]1)[CH:23]1[CH:24]3[CH2:25][CH2:26][CH:27]([CH2:28][CH:29]1[C:30]2=[O:31])[N:32]3[CH3:33].[Mg:10].[O:11]1[CH2:12][CH2:13][CH2:14][CH2:15]1>>[Br-:1].[c:2]1([Mg+:10])[cH:3][cH:4][c:5]([O:8][CH3:9])[cH:6][cH:7]1.